From a dataset of the Open Reaction Database (ORD), a public repository of structured organic reaction records. describe an organic reaction: reactants, conditions, products, and yield The product is BrC=1C=C2CCCN(C2=CC1)CCN1CCCC1 (6-bromo-1-(2-(pyrrolidin-1-yl)ethyl)-1,2,3,4-tetrahydroquinoline). Reaction conditions: temperature 0 celsius, time 3.5 hour. As a reaction SMILES: [N:1]1([CH2:6][CH2:7][N:8]2[C:17]3[C:12](=[CH:13][CH:14]=[CH:15][CH:16]=3)[CH2:11][CH2:10][CH2:9]2)[CH2:5][CH2:4][CH2:3][CH2:2]1.C1C(=O)N([Br:25])C(=O)C1>C(Cl)(Cl)(Cl)Cl.CO.C(Cl)Cl>[Br:25][C:14]1[CH:13]=[C:12]2[C:17](=[CH:16][CH:15]=1)[N:8]([CH2:7][CH2:6][N:1]1[CH2:2][CH2:3][CH2:4][CH2:5]1)[CH2:9][CH2:10][CH2:11]2 |f:3.4|. The yield is 57.7%. Run in C(Cl)(Cl)(Cl)Cl (carbontetrachloride), CO.C(Cl)Cl (MeOH CH2Cl2). Procedure details: A solution of 1-(2-(pyrrolidin-1-yl)ethyl)-1,2,3,4-tetrahydroquinoline (490 mg, 2.13 mmol) in 10 mL of carbontetrachloride was cooled to 0° C. then treated with NBS (378 mg, 2.13 mmol) portionwise. The resulting suspension was stirred at 0° C. for 3.5 hours. The mixture was filtered through celite and the filter pad was rinsed with 3×20 mL hexanes. The filtrate was concentrated to give a light brown residue which was subjected to flash chromatography on silica gel using 5% 2M NH3 in MeOH/CH2Cl2 ... Reactants: N1(CCCC1)CCN1CCCC2=CC=CC=C12 (1-(2-(pyrrolidin-1-yl)ethyl)-1,2,3,4-tetrahydroquinoline), C1CC(=O)N(C1=O)Br (NBS).